This data is from the Open Reaction Database (ORD), a public repository of structured organic reaction records. The task is: describe an organic reaction: reactants, conditions, products, and yield The reactants are ClC1=CC=C2C(=N1)N(N=C2C=2C=C1CN(C(C1=CC2)=O)C2CC2)C2OCCCC2 (5-[6-chloro-1-(tetrahydro-2H-pyran-2-yl)-1H-pyrazolo[3,4-b]pyridin-3-yl]-2-cyclopropylisoindolin-1-one), COC=1C=C(C=C(C1)OC)B1OC(C(O1)(C)C)(C)C (2-(3,5-dimethoxyphenyl)-4,4,5,5-tetramethyl-1,3,2-dioxaborolane). Product: C1(CC1)N1C(C2=CC=C(C=C2C1)C1=NN(C2=NC(=CC=C21)C2=CC(=CC(=C2)OC)OC)C2OCCCC2)=O (2-cyclopropyl-5-[6-(3,5-dimethoxyphenyl)-1-(tetrahydro-2H-pyran-2-yl)-1H-pyrazolo[3,4-b]pyridin-3-yl]isoindolin-1-one). As a reaction SMILES: Cl[C:2]1[N:7]=[C:6]2[N:8]([CH:24]3[CH2:29][CH2:28][CH2:27][CH2:26][O:25]3)[N:9]=[C:10]([C:11]3[CH:12]=[C:13]4[C:17](=[CH:18][CH:19]=3)[C:16](=[O:20])[N:15]([CH:21]3[CH2:23][CH2:22]3)[CH2:14]4)[C:5]2=[CH:4][CH:3]=1.[CH3:30][O:31][C:32]1[CH:33]=[C:34](B2OC(C)(C)C(C)(C)O2)[CH:35]=[C:36]([O:38][CH3:39])[CH:37]=1>>[CH:21]1([N:15]2[CH2:14][C:13]3[C:17](=[CH:18][CH:19]=[C:11]([C:10]4[C:5]5[C:6](=[N:7][C:2]([C:34]6[CH:33]=[C:32]([O:31][CH3:30])[CH:37]=[C:36]([O:38][CH3:39])[CH:35]=6)=[CH:3][CH:4]=5)[N:8]([CH:24]5[CH2:29][CH2:28][CH2:27][CH2:26][O:25]5)[N:9]=4)[CH:12]=3)[C:16]2=[O:20])[CH2:23][CH2:22]1. Procedure details: This compound was prepared by using procedures analogous to those described for the synthesis of Example 72, Step 4 starting from 5-[6-chloro-1-(tetrahydro-2H-pyran-2-yl)-1H-pyrazolo[3,4-b]pyridin-3-yl]-2-cyclopropylisoindolin-1-one and 2-(3,5-dimethoxyphenyl)-4,4,5,5-tetramethyl-1,3,2-dioxaborolane. LCMS (M+H)+=511.2.